From a dataset of the Open Reaction Database (ORD), a public repository of structured organic reaction records. describe an organic reaction: reactants, conditions, products, and yield Starting materials: N1(CCNCC1)C(=O)OC(C)(C)C (tert-butyl piperazine-1-carboxylate), O1CC(C1)=O (3-oxetanone), ClC1=CC=C(C=C1)C=1C(=CC=CC1)C=O (4′-chlorobiphenyl-2-carboxaldehyde). Product: O1CC(C1)N1C[C@@H](CC1)NC(OC(C)(C)C)=O ((R)-tert-butyl 1-(oxetan-3-yl)pyrrolidin-3-ylcarbamate). Reaction SMILES: [N:1]1([C:7]([O:9][C:10]([CH3:13])([CH3:12])[CH3:11])=[O:8])[CH2:6][CH2:5][NH:4][CH2:3][CH2:2]1.[O:14]1[CH2:17][C:16](=O)[CH2:15]1.ClC1C=CC(C2C(C=O)=CC=CC=2)=CC=1>>[O:14]1[CH2:17][CH:16]([N:4]2[CH2:3][CH2:2][C@@H:6]([NH:1][C:7](=[O:8])[O:9][C:10]([CH3:11])([CH3:12])[CH3:13])[CH2:5]2)[CH2:15]1. Procedure: The title compound was prepared by substituting (R)-tert-butyl pyrrolidin-3-ylcarbamate for tert-butyl piperazine-1-carboxylate and 3-oxetanone for 4′-chlorobiphenyl-2-carboxaldehyde in EXAMPLE 1A. Product: FC(C=1C=C(C=C(C1)C(F)(F)F)[C@@H]1[C@@H](N(C(O1)=O)CC1=NC(=CC=C1C=1C=C(C=CC1OC)C1=C(C=C(C=C1)C(=O)OC)C)N1N=CC=C1)C)(F)F (methyl 3′-[2-({(4S,5R)-5-[3,5-bis(trifluoromethyl)phenyl]-4-methyl-2-oxo-1,3-oxazolidin-3-yl}methyl)-6-(1H-pyrazol-1-yl)pyridin-3-yl]-4′-methoxy-2-methylbiphenyl-4-carboxylate). The reactants are FC(C=1C=C(C=C(C1)C(F)(F)F)[C@@H]1[C@@H](N(C(O1)=O)CC1=NC(=CC=C1Br)N1N=CC=C1)C)(F)F ((4S,5R)-5-[3,5-bis(trifluoromethyl)phenyl]-3-{[3-bromo-6-(1H-pyrazol-1-yl)pyridin-2-yl]methyl}-4-methyl-1,3-oxazolidin-2-one), COC1=C(C=C(C=C1)C1=C(C=C(C=C1)C(=O)OC)C)B1OC(C(O1)(C)C)(C)C (methyl 4′-methoxy-2-methyl-3′-(4,4,5,5-tetramethyl-1,3,2-dioxaborolan-2-yl)biphenyl-4-carboxylate), C([O-])([O-])=O.[K+].[K+] (potassium carbonate). The yield is 69.2%. Reaction SMILES: [F:1][C:2]([F:34])([F:33])[C:3]1[CH:4]=[C:5]([C@H:13]2[O:17][C:16](=[O:18])[N:15]([CH2:19][C:20]3[C:25](Br)=[CH:24][CH:23]=[C:22]([N:27]4[CH:31]=[CH:30][CH:29]=[N:28]4)[N:21]=3)[C@H:14]2[CH3:32])[CH:6]=[C:7]([C:9]([F:12])([F:11])[F:10])[CH:8]=1.[CH3:35][O:36][C:37]1[CH:42]=[CH:41][C:40]([C:43]2[CH:48]=[CH:47][C:46]([C:49]([O:51][CH3:52])=[O:50])=[CH:45][C:44]=2[CH3:53])=[CH:39][C:38]=1B1OC(C)(C)C(C)(C)O1.C(=O)([O-])[O-].[K+].[K+]>C1COCC1.[Pd](Cl)Cl.C(P(C(C)(C)C)[C-]1C=CC=C1)(C)(C)C.[C-]1(P(C(C)(C)C)C(C)(C)C)C=CC=C1.[Fe+2]>[F:1][C:2]([F:34])([F:33])[C:3]1[CH:4]=[C:5]([C@H:13]2[O:17][C:16](=[O:18])[N:15]([CH2:19][C:20]3[C:25]([C:38]4[CH:39]=[C:40]([C:43]5[CH:48]=[CH:47][C:46]([C:49]([O:51][CH3:52])=[O:50])=[CH:45][C:44]=5[CH3:53])[CH:41]=[CH:42][C:37]=4[O:36][CH3:35])=[CH:24][CH:23]=[C:22]([N:27]4[CH:31]=[CH:30][CH:29]=[N:28]4)[N:21]=3)[C@H:14]2[CH3:32])[CH:6]=[C:7]([C:9]([F:12])([F:11])[F:10])[CH:8]=1 |f:2.3.4,6.7.8.9|. Procedure details: To (4S,5R)-5-[3,5-bis(trifluoromethyl)phenyl]-3-{[3-bromo-6-(1H-pyrazol-1-yl)pyridin-2-yl]methyl}-4-methyl-1,3-oxazolidin-2-one (100 mg, 0.182 mmol) in THF (0.91 mL) was added methyl 4′-methoxy-2-methyl-3′-(4,4,5,5-tetramethyl-1,3,2-dioxaborolan-2-yl)biphenyl-4-carboxylate (84 mg, 0.218 mmol), 1,1′-bis(di-tert-butylphosphino)ferrocene palladium dichloride (17.8 mg, 0.027 mmol), and potassium carbonate (2 M in water, 0.273 mL, 0.546 mmol). The system was flushed with nitrogen, capped, and stirred... Reagents/catalysts: [Pd](Cl)Cl.C(C)(C)(C)P([C-]1C=CC=C1)C(C)(C)C.[C-]1(C=CC=C1)P(C(C)(C)C)C(C)(C)C.[Fe+2] (1,1′-bis(di-tert-butylphosphino)ferrocene palladium dichloride). Conditions: time 8 hour. Run in C1CCOC1 (THF). Starting materials: ClC=1C(=NC=NC1Cl)N (5,6-dichloropyrimidin-4-amine), NC=1C=C(C=CC1)O (3-aminophenol), FC1=CC=C(OC2=NC=C(C=C2)B2OC(C(O2)(C)C)(C)C)C=C1 (2-(4-fluorophenoxy)-5-(4,4,5,5-tetramethyl-1,3,2-dioxaborolan-2-yl)pyridine), C(C=C)(=O)Cl (acryloyl chloride). Product: NC1=C(C(=NC=N1)OC=1C=C(C=CC1)NC(C=C)=O)C=1C=NC(=CC1)OC1=CC=C(C=C1)F (N-(3-((6-amino-5-(6-(4-fluorophenoxy)pyridin-3-yl)pyrimidin-4-yl)oxy)phenyl)acrylamide). RXN SMILES: Cl[C:2]1[C:3]([NH2:9])=[N:4][CH:5]=[N:6][C:7]=1Cl.[NH2:10][C:11]1[CH:12]=[C:13]([OH:17])[CH:14]=[CH:15][CH:16]=1.[F:18][C:19]1[CH:40]=[CH:39][C:22]([O:23][C:24]2[CH:29]=[CH:28][C:27](B3OC(C)(C)C(C)(C)O3)=[CH:26][N:25]=2)=[CH:21][CH:20]=1.[C:41](Cl)(=[O:44])[CH:42]=[CH2:43]>>[NH2:9][C:3]1[N:4]=[CH:5][N:6]=[C:7]([O:17][C:13]2[CH:12]=[C:11]([NH:10][C:41](=[O:44])[CH:42]=[CH2:43])[CH:16]=[CH:15][CH:14]=2)[C:2]=1[C:27]1[CH:26]=[N:25][C:24]([O:23][C:22]2[CH:21]=[CH:20][C:19]([F:18])=[CH:40][CH:39]=2)=[CH:29][CH:28]=1. Procedure: N-(3-((6-amino-5-(6-(4-fluorophenoxy)pyridin-3-yl)pyrimidin-4-yl)oxy)phenyl)acrylamide was prepared from 5,6-dichloropyrimidin-4-amine, 3-aminophenol, 2-(4-fluorophenoxy)-5-(4,4,5,5-tetramethyl-1,3,2-dioxaborolan-2-yl)pyridine, and acryloyl chloride using methods A, C, and F. HPLC: 99%. MS: m/z=444 [M+H]+. 1H-NMR (DMSO-D6) δ 10.17 (s, 1H), 8.09 (d, 1H), 8.03 (s, 1H), 7.82 (d, 1H), 7.43 (s, 1H), 7.30 (d, 1H), 7.25-7.15 (m, 6H), 7.07 (d, 1H), 6.92-6.58 (m, 3H), 6.34 (dd, 1H), 6.18 (d, 1H), 5.70 (d... Reactants: ClC=1C=C2C(=NC1)N(C=C2C2=NC=C(C(=N2)S(=O)C)F)S(=O)(=O)C2=CC=C(C=C2)C (5-chloro-3-(5-fluoro-4-methylsulfinyl-pyrimidin-2-yl)-1-(p-tolylsulfonyl)pyrrolo[2,3-b]pyridine), ClC=1C=C2C(=NC1)N(C=C2B2OC(C(O2)(C)C)(C)C)S(=O)(=O)C2=CC=C(C=C2)C (5-chloro-1-(p-tolylsulfonyl)-3-(4,4,5,5-tetramethyl-1,3,2-dioxaborolan-2-yl)pyrrolo[2,3-b]pyridine), C([O-])([O-])=O.[Na+].[Na+] (sodium carbonate), C(ON1C(CCC1=O)=O)(O[C@@H]1COCC1)=O ((s)-2,5-dioxopyrrolidin-1-yl tetrahydrofuran-3-yl carbonate), ClC=1C=C2C(=NC1)N(C=C2C2=NC=C(C(=N2)S(=O)C)F)S(=O)(=O)C2=CC=C(C=C2)C (5-chloro-3-(5-fluoro-4-methylsulfinyl-pyrimidin-2-yl)-1-(p-tolylsulfonyl)pyrrolo[2,3-b]pyridine), 20a, N1=CC=CC=C1 (Pyridine). The reagents and catalysts are C=1C=CC(=CC1)[P](C=2C=CC=CC2)(C=3C=CC=CC3)[Pd]([P](C=4C=CC=CC4)(C=5C=CC=CC5)C=6C=CC=CC6)([P](C=7C=CC=CC7)(C=8C=CC=CC8)C=9C=CC=CC9)[P](C=1C=CC=CC1)(C=1C=CC=CC1)C=1C=CC=CC1 (Pd(PPh3)4). The solvent is CN(C=O)C (dimethylformamide), ClCCl (dichloromethane), COCCOC.O (DME water), ClCCl (dichloromethane), O1CCCC1 (tetrahydrofuran), CO (methanol). The product is ClC=1C=C2C(=NC1)NC=C2C2=NC=C(C(=N2)N[C@@H]2[C@@H](CCCC2)C(=O)NC)F (Cis-2-(2-(5-chloro-1H-pyrrolo[2,3-b]pyridin-3-yl)-5-fluoropyrimidin-4-ylamino)-N-methylcyclohexanecarboxamide). Reaction SMILES: C(=O)([O-])[O-].[Na+].[Na+].ClC1C=C2C(B3OC(C)(C)C(C)(C)O3)=CN(S(C3C=CC(C)=CC=3)(=O)=O)C2=NC=1.[Cl:36][C:37]1[CH:38]=[C:39]2[C:45]([C:46]3[N:51]=[C:50](S(C)=O)[C:49]([F:55])=[CH:48][N:47]=3)=[CH:44][N:43](S(C3C=CC(C)=CC=3)(=O)=O)[C:40]2=[N:41][CH:42]=1.C(=O)(O[C@H]1CCOC1)O[N:68]1[C:72](=O)C[CH2:70][C:69]1=[O:74].[N:82]1[CH:87]=[CH:86][CH:85]=[CH:84][CH:83]=1>C1C=CC([P]([Pd]([P](C2C=CC=CC=2)(C2C=CC=CC=2)C2C=CC=CC=2)([P](C2C=CC=CC=2)(C2C=CC=CC=2)C2C=CC=CC=2)[P](C2C=CC=CC=2)(C2C=CC=CC=2)C2C=CC=CC=2)(C2C=CC=CC=2)C2C=CC=CC=2)=CC=1.CO.CN(C)C=O.ClCCl.O1CCCC1.COCCOC.O>[Cl:36][C:37]1[CH:38]=[C:39]2[C:45]([C:46]3[N:51]=[C:50]([NH:82][C@H:87]4[CH2:86][CH2:85][CH2:84][CH2:83][C@H:70]4[C:69]([NH:68][CH3:72])=[O:74])[C:49]([F:55])=[CH:48][N:47]=3)=[CH:44][NH:43][C:40]2=[N:41][CH:42]=1 |f:0.1.2,12.13,^1:91,93,112,131|. Reported procedure: Pd(PPh3)4, sodium carbonate, DME/water, reflux; (b) meta-chloroperbenzoic acid, dichloromethane, rt; (c) 20a, tetrahydrofuran, 50° C.; (d) trifluoroacetic acid, dichloromethane, rt; (e) morpholine-4-carbonyl chloride, dimethylformamide, rt; (f) sodium methoxide, methanol, rt. The reactants are CN1CCNCC1, ClCCl, CCCNC(=O)c1ccc(C)c(-c2nc(S(C)=O)nc3c2CNC(=O)N3c2c(F)cccc2F)c1. Yields the product CCCNC(=O)c1ccc(C)c(-c2nc(N3CCN(C)CC3)nc3c2CNC(=O)N3c2c(F)cccc2F)c1. Reaction SMILES: [CH3:36][N:37]1[CH2:38][CH2:39][NH:40][CH2:41][CH2:42]1.[Cl:43][CH2:44][Cl:45].[F:1][c:2]1[c:3]([N:9]2[C:10](=[O:35])[NH:11][CH2:12][c:13]3[c:14]2[n:15][c:16]([S:32]([CH3:33])=[O:34])[n:17][c:18]3-[c:19]2[cH:20][c:21]([C:22](=[O:23])[NH:24][CH2:25][CH2:26][CH3:27])[cH:28][cH:29][c:30]2[CH3:31])[c:4]([F:8])[cH:5][cH:6][cH:7]1>>[F:1][c:2]1[c:3]([N:9]2[C:10](=[O:35])[NH:11][CH2:12][c:13]3[c:14]2[n:15][c:16]([N:40]2[CH2:39][CH2:38][N:37]([CH3:36])[CH2:42][CH2:41]2)[n:17][c:18]3-[c:19]2[cH:20][c:21]([C:22](=[O:23])[NH:24][CH2:25][CH2:26][CH3:27])[cH:28][cH:29][c:30]2[CH3:31])[c:4]([F:8])[cH:5][cH:6][cH:7]1. Starting materials: [Br-], COC(=O)c1ccc(C(O)c2ccc(C(=O)OC)cc2)cc1, ClCCl, [K+], O=[Cr](=O)([O-])Cl, c1cc[nH+]cc1. Yields the product COC(=O)c1ccc(C(=O)c2ccc(C(=O)OC)cc2)cc1. RXN SMILES: [Br-:34].[CH3:12][O:13][C:14](=[O:15])[c:16]1[cH:17][cH:18][c:19]([CH:22]([OH:23])[c:24]2[cH:25][cH:26][c:27]([C:30](=[O:31])[O:32][CH3:33])[cH:28][cH:29]2)[cH:20][cH:21]1.[Cl:36][CH2:37][Cl:38].[K+:35].[O:1]=[Cr:2]([Cl:3])([O-:4])=[O:5].[nH+:6]1[cH:7][cH:8][cH:9][cH:10][cH:11]1>>[CH3:12][O:13][C:14](=[O:15])[c:16]1[cH:17][cH:18][c:19]([C:22](=[O:23])[c:24]2[cH:25][cH:26][c:27]([C:30](=[O:31])[O:32][CH3:33])[cH:28][cH:29]2)[cH:20][cH:21]1. Starting materials: FC(/C=C/C(=O)OCC)(C(F)(F)F)F (Ethyl (E)-4,4,5,5,5-pentafluoropent-2-enoate). Solvent: [OH-].[Na+] (NaOH). Product: FC(/C=C/C(=O)O)(C(F)(F)F)F ((E)-4,4,5,5,5-Pentafluoropent-2-enoic acid). Reaction SMILES: [F:1][C:2]([F:14])([C:10]([F:13])([F:12])[F:11])/[CH:3]=[CH:4]/[C:5]([O:7]CC)=[O:6]>[OH-].[Na+]>[F:1][C:2]([F:14])([C:10]([F:11])([F:12])[F:13])/[CH:3]=[CH:4]/[C:5]([OH:7])=[O:6] |f:1.2|. Procedure: Ethyl (E)-4,4,5,5,5-pentafluoropent-2-enoate (5.5 g, 25.2 mmol) was suspended in 10% NaOH (14.5 ml) and heated at reflux until a homogenous solution was obtained (40 min). After cooling to room temperature the mixture was washed with diethylether (2×) and acidified under ice-cooling with concentrated sulfuric acid. The mixture was extracted with diethylether (3×), the combined organic phases were washed with water, dried over magnesium sulfate and the solvent removed under reduced pressure. 2.64...